From a dataset of the Open Reaction Database (ORD), a public repository of structured organic reaction records. describe an organic reaction: reactants, conditions, products, and yield Starting materials: CCOC(=O)c1noc2cc(Br)ccc12, C1COCCO1, Cc1cc(O)ccc1B1OC(C)(C)C(C)(C)O1. The product is CCOC(=O)c1noc2cc(-c3ccc(O)cc3C)ccc12. Reaction SMILES: [CH2:18]([CH3:19])[O:20][C:21](=[O:22])[c:23]1[n:24][o:25][c:26]2[c:27]1[cH:28][cH:29][c:30]([Br:32])[cH:31]2.[CH2:33]1[O:34][CH2:35][CH2:36][O:37][CH2:38]1.[CH3:1][c:2]1[cH:3][c:4]([OH:17])[cH:5][cH:6][c:7]1[B:8]1[O:9][C:10]([CH3:11])([CH3:12])[C:13]([CH3:14])([CH3:15])[O:16]1>>[CH3:1][c:2]1[cH:3][c:4]([OH:17])[cH:5][cH:6][c:7]1-[c:30]1[cH:29][cH:28][c:27]2[c:23]([C:21]([O:20][CH2:18][CH3:19])=[O:22])[n:24][o:25][c:26]2[cH:31]1. Starting materials: C(C)(C)(C)OC(=O)N1C[C@H]([C@@H](CC1)C1=CC(=CC=C1)C)OC (trans-N-t-butoxycarbonyl-4-(3-methylphenyl)-3 methoxy piperidine), Cl (HCl). Solvent: CCOC(=O)C (EtOAc). Run at temperature 0 celsius, time 10 minute. Product: Cl.CC=1C=C(C=CC1)[C@H]1[C@@H](CNCC1)OC (trans-4-(3-Methylphenyl)-3 methoxy piperidine hydrochloride). RXN SMILES: C(OC([N:8]1[CH2:13][CH2:12][C@@H:11]([C:14]2[CH:19]=[CH:18][CH:17]=[C:16]([CH3:20])[CH:15]=2)[C@H:10]([O:21][CH3:22])[CH2:9]1)=O)(C)(C)C.[ClH:23]>CCOC(C)=O>[ClH:23].[CH3:20][C:16]1[CH:15]=[C:14]([C@@H:11]2[CH2:12][CH2:13][NH:8][CH2:9][C@H:10]2[O:21][CH3:22])[CH:19]=[CH:18][CH:17]=1 |f:3.4|. Procedure details: To a solution of trans-N-t-butoxycarbonyl-4-(3-methylphenyl)-3 methoxy piperidine, (0.20 g, 0.65 mmol) in EtOAc (50 ml) at 0° C. was bubbled HCl gas until saturated. The reaction was stirred at 0° C. for 10 min and then the solvent evaporated in vacuo to afford the product as a white foam. The reactants are ClC=1C=CC(=NC1)NC(C1=C(C=CC(=C1)C(=O)OC)NCC1CCNCC1)=O (N-(5-chloropyridin-2-yl)-5-methoxycarbonyl-2-[(4-piperidinylmethyl)amino]benzamide), Cl.ClC1=CC=NC=C1 (4-chloropyridine hydrochloride). Yields the product ClC=1C=CC(=NC1)NC(C1=C(C=CC(=C1)C(=O)OC)NCC1CCN(CC1)C1=CC=NC=C1)=O (N-(5-Chloropyridin-2-yl)-5-methoxycarbonyl-2-[[1-(4-pyridinyl)piperidin-4-ylmethyl]amino]benzamide). As a reaction SMILES: [Cl:1][C:2]1[CH:3]=[CH:4][C:5]([NH:8][C:9](=[O:28])[C:10]2[CH:15]=[C:14]([C:16]([O:18][CH3:19])=[O:17])[CH:13]=[CH:12][C:11]=2[NH:20][CH2:21][CH:22]2[CH2:27][CH2:26][NH:25][CH2:24][CH2:23]2)=[N:6][CH:7]=1.Cl.Cl[C:31]1[CH:36]=[CH:35][N:34]=[CH:33][CH:32]=1>>[Cl:1][C:2]1[CH:3]=[CH:4][C:5]([NH:8][C:9](=[O:28])[C:10]2[CH:15]=[C:14]([C:16]([O:18][CH3:19])=[O:17])[CH:13]=[CH:12][C:11]=2[NH:20][CH2:21][CH:22]2[CH2:27][CH2:26][N:25]([C:31]3[CH:36]=[CH:35][N:34]=[CH:33][CH:32]=3)[CH2:24][CH2:23]2)=[N:6][CH:7]=1 |f:1.2|. Procedure: Using a similar procedure to that described in Example 52, N-(5-chloropyridin-2-yl)-5-methoxycarbonyl-2-[(4-piperidinylmethyl)amino]benzamide (0.30 g, 0.74 mmol) and 4-chloropyridine hydrochloride (0.22 g, 1.5 mmol) afforded, after purification by ion-exchange chromatography (SCX), 260 mg (73%) of the title compound. Reactants: C(C)(C)(C)C=1C=C(C=CC1O)CC(C=1SC=CN1)NC(C(C(C)C)NCC(CC1=CC=C(C=C1)F)NC(=O)OC(C)(C)C)=O (2-[2-tert-butoxycarbonylamino-3-(4-fluorophenyl)propyl]amino-3-methylbutyric acid 2-(3-tert-butyl-4-hydroxyphenyl)-1-(thiazol-2-yl)ethylamide). Solvent: C(Cl)Cl (methylene chloride), C(=O)(C(F)(F)F)O (TFA). Reaction conditions: time 1 hour. Product: C(C)(C)(C)C=1C=C(C=CC1O)CC(C=1SC=CN1)NC(C(C(C)C)NCC(CC1=CC=C(C=C1)F)N)=O (2-[2-amino-3-(4-fluorophenyl)propyl]amino-3-methylbutyric acid 2-(3-tert-butyl-4-hydroxyphenyl)-1-(thiazol-2-yl)ethylamide). Yield: 71.4%. Reaction SMILES: [C:1]([C:5]1[CH:6]=[C:7]([CH2:12][CH:13]([NH:19][C:20](=[O:44])[CH:21]([NH:25][CH2:26][CH:27]([NH:36]C(OC(C)(C)C)=O)[CH2:28][C:29]2[CH:34]=[CH:33][C:32]([F:35])=[CH:31][CH:30]=2)[CH:22]([CH3:24])[CH3:23])[C:14]2[S:15][CH:16]=[CH:17][N:18]=2)[CH:8]=[CH:9][C:10]=1[OH:11])([CH3:4])([CH3:3])[CH3:2]>C(Cl)Cl.C(O)(C(F)(F)F)=O>[C:1]([C:5]1[CH:6]=[C:7]([CH2:12][CH:13]([NH:19][C:20](=[O:44])[CH:21]([NH:25][CH2:26][CH:27]([NH2:36])[CH2:28][C:29]2[CH:30]=[CH:31][C:32]([F:35])=[CH:33][CH:34]=2)[CH:22]([CH3:24])[CH3:23])[C:14]2[S:15][CH:16]=[CH:17][N:18]=2)[CH:8]=[CH:9][C:10]=1[OH:11])([CH3:3])([CH3:4])[CH3:2]. Procedure: To a solution of 2-[2-tert-butoxycarbonylamino-3-(4-fluorophenyl)propyl]amino-3-methylbutyric acid 2-(3-tert-butyl-4-hydroxyphenyl)-1-(thiazol-2-yl)ethylamide (A) (300 mg) in methylene chloride (5 ml), TFA (1 ml) was added under cooling with ice. The mixture was stirred at room temperature for 1 hour and evaporated under reduced pressure; the thus obtained residue was subjected to silica gel column chromatography (developing solvent: methylene chloride:methanol=15:1), giving the titled compound ... Yields the product COc1ccc(CNc2nc(SC)nc(OC)c2C(=O)NCc2ncccn2)cc1Cl. RXN SMILES: [C:47](=[O:48])([O-:49])[OH:50].[CH3:25][CH2:26][OH:27].[CH3:52][N:53]([CH3:54])[CH:55]=[O:56].[Cl:1][c:2]1[cH:3][c:4]([CH2:5][NH:6][c:7]2[n:8][c:9]([S:18][CH3:19])[n:10][c:11]([O:16][CH3:17])[c:12]2[C:13](=[O:14])[OH:15])[cH:20][cH:21][c:22]1[O:23][CH3:24].[NH2:28][CH2:29][c:30]1[n:31][cH:32][cH:33][cH:34][n:35]1.[Na+:51].[OH2:36].[OH:37][n:38]1[c:39]2[cH:40][cH:41][cH:42][cH:43][c:44]2[n:45][n:46]1>>[Cl:1][c:2]1[cH:3][c:4]([CH2:5][NH:6][c:7]2[n:8][c:9]([S:18][CH3:19])[n:10][c:11]([O:16][CH3:17])[c:12]2[C:13](=[O:15])[NH:28][CH2:29][c:30]2[n:31][cH:32][cH:33][cH:34][n:35]2)[cH:20][cH:21][c:22]1[O:23][CH3:24]. Reactants: O=C([O-])O, CCO, CN(C)C=O, COc1ccc(CNc2nc(SC)nc(OC)c2C(=O)O)cc1Cl, NCc1ncccn1, [Na+], O, On1nnc2ccccc21. Reactants: N#C[Na], CC(=O)NCC1CN(c2ccc(N3CCC(=O)CC3)c(F)c2)C(=O)O1, NS(=O)(=O)c1ccccc1. Product: CC(=O)NCC1CN(c2ccc(N3CCC(C#N)(NS(=O)(=O)c4ccccc4)CC3)c(F)c2)C(=O)O1. Reaction SMILES: [Na:26][C:27]#[N:28].[O:1]=[C:2]1[CH2:3][CH2:4][N:5]([c:8]2[c:9]([F:25])[cH:10][c:11]([N:14]3[C:15](=[O:24])[O:16][CH:17]([CH2:19][NH:20][C:21]([CH3:22])=[O:23])[CH2:18]3)[cH:12][cH:13]2)[CH2:6][CH2:7]1.[c:29]1([S:35](=[O:36])(=[O:37])[NH2:38])[cH:30][cH:31][cH:32][cH:33][cH:34]1>>[C:2]1([C:27]#[N:28])([NH:38][S:35]([c:29]2[cH:30][cH:31][cH:32][cH:33][cH:34]2)(=[O:36])=[O:37])[CH2:3][CH2:4][N:5]([c:8]2[c:9]([F:25])[cH:10][c:11]([N:14]3[C:15](=[O:24])[O:16][CH:17]([CH2:19][NH:20][C:21]([CH3:22])=[O:23])[CH2:18]3)[cH:12][cH:13]2)[CH2:6][CH2:7]1. Reactants: C(=C)S(=O)(=O)N1CCN(CC1)C1=CC=C(NC2=NC=CC(=N2)C2=CN=C(N2C(C)C)C)C=C1 (2-{4-[4-(Vinylsulphonyl)piperazin-1-yl]anilino}-4-(1-isopropyl-2-methyl-1H-imidazol-5-yl)pyrimidine), [OH-].[Ba+2].[OH-] (barium hydroxide), O1CCOCC1 (1,4-dioxane). Solvent: O (water). The product is OCCS(=O)(=O)N1CCN(CC1)C1=CC=C(NC2=NC=CC(=N2)C2=CN=C(N2C(C)C)C)C=C1 (2-{4-[4-(2-Hydroxyethylsulphonyl)piperazin-1-yl]anilino}-4-(1-isopropyl-2-methyl-1H-imidazol-5-yl)pyrimidine). RXN SMILES: [CH:1]([S:3]([N:6]1[CH2:11][CH2:10][N:9]([C:12]2[CH:33]=[CH:32][C:15]([NH:16][C:17]3[N:22]=[C:21]([C:23]4[N:27]([CH:28]([CH3:30])[CH3:29])[C:26]([CH3:31])=[N:25][CH:24]=4)[CH:20]=[CH:19][N:18]=3)=[CH:14][CH:13]=2)[CH2:8][CH2:7]1)(=[O:5])=[O:4])=[CH2:2].[OH-].[Ba+2].[OH-].[O:37]1CCOCC1>O>[OH:37][CH2:2][CH2:1][S:3]([N:6]1[CH2:11][CH2:10][N:9]([C:12]2[CH:33]=[CH:32][C:15]([NH:16][C:17]3[N:22]=[C:21]([C:23]4[N:27]([CH:28]([CH3:29])[CH3:30])[C:26]([CH3:31])=[N:25][CH:24]=4)[CH:20]=[CH:19][N:18]=3)=[CH:14][CH:13]=2)[CH2:8][CH2:7]1)(=[O:4])=[O:5] |f:1.2.3|. Procedure: A mixture of 2-{4-[4-(vinylsulphonyl)piperazin-1-yl]anilino}-4-(1-isopropyl-2-methyl-1H-imidazol-5-yl) pyrimidine (Example 29; 260 mg 0.56 mmol) and barium hydroxide (560 mg 3.27 mmol) in water (10 ml) was heated at 65° C.-90° C. over 6 hours. 1,4-dioxane (1 ml) was added after 1, 2, 3 and 5 hours. After evaporation under reduced pressure, the residue was treated with water (10 ml) and saturated sodium hydrogen carbonate solution (10 ml). The suspension was extracted with DCM (30 ml and 2×20 ml)... Reactants: O=Cc1cc([N+](=O)[O-])cc(CCl)c1O, c1ccc(P(c2ccccc2)c2ccccc2)cc1, c1ccccc1. The product is O=Cc1cc([N+](=O)[O-])cc(C[P+](c2ccccc2)(c2ccccc2)c2ccccc2)c1O, [Cl-]. Reaction SMILES: [Cl:1][CH2:2][c:3]1[c:4]([OH:14])[c:5]([CH:6]=[O:7])[cH:8][c:9]([N+:11](=[O:12])[O-:13])[cH:10]1.[c:15]1([P:21]([c:22]2[cH:23][cH:24][cH:25][cH:26][cH:27]2)[c:28]2[cH:29][cH:30][cH:31][cH:32][cH:33]2)[cH:16][cH:17][cH:18][cH:19][cH:20]1.[cH:34]1[cH:35][cH:36][cH:37][cH:38][cH:39]1>>[CH2:2]([c:3]1[c:4]([OH:14])[c:5]([CH:6]=[O:7])[cH:8][c:9]([N+:11](=[O:12])[O-:13])[cH:10]1)[P+:21]([c:15]1[cH:16][cH:17][cH:18][cH:19][cH:20]1)([c:22]1[cH:23][cH:24][cH:25][cH:26][cH:27]1)[c:28]1[cH:29][cH:30][cH:31][cH:32][cH:33]1.[Cl-:1].